This data is from the Open Reaction Database (ORD), a public repository of structured organic reaction records. The task is: describe an organic reaction: reactants, conditions, products, and yield The reactants are Cl (HCl), C(CC(C)C)ON=O (isoamylnitrite), OCCCCCC1OC2=C(C(C1)=O)C=CC=C2 (2,3-dihydro-2-(5-hydroxypentyl)-4H-1-benzopyran-4-one). Solvent: C(C)O (ethanol). Conditions: time 1 hour. The product is OC1=C(OC2=C(C1=O)C=CC=C2)CCCCCO (3-hydroxy-2-(5-hydroxypentyl)-4H-1-benzopyran-4-one). As a reaction SMILES: [OH:1][CH2:2][CH2:3][CH2:4][CH2:5][CH2:6][CH:7]1[CH2:12][C:11](=[O:13])[C:10]2[CH:14]=[CH:15][CH:16]=[CH:17][C:9]=2[O:8]1.Cl.C([O:24]N=O)CC(C)C>C(O)C>[OH:24][C:12]1[C:11](=[O:13])[C:10]2[CH:14]=[CH:15][CH:16]=[CH:17][C:9]=2[O:8][C:7]=1[CH2:6][CH2:5][CH2:4][CH2:3][CH2:2][OH:1]. Reported procedure: 2,3-dihydro-2-(5-hydroxypentyl)-4H-1-benzopyran-4-one (0.23 g) is dissolved in ethanol 95% (5 ml), and the solution is refluxed under stirring. HCl (6.2 ml) and isoamylnitrite (1.2 ml) are then added drop by drop. Stirring and heating are then stopped and the reaction mixture is allowed to stand for ca. 1 hour. The solvent is evaporated, water is then added and the product extracted with diethyl ether. The ethereal phase is dried by addition of anhydrous Na2SO4. After filtration and evaporation ...